From a dataset of the Open Reaction Database (ORD), a public repository of structured organic reaction records. describe an organic reaction: reactants, conditions, products, and yield Product: CC1(NC(CC(C1)NC1=NC(=NC(=N1)NC1CC(NC(C1)(C)C)(C)C)N(CO)C1CC(NC(C1)(C)C)(C)C)(C)C)C (2,4-bis-(2,2,6,6-tetramethyl-4-piperidylamino)-6-(2,2,6,6-tetramethyl-4-piperidyl-methylolamino)-1,3,5-triazine). The reactants are C=O (formaldehyde), CC1(NC(CC(C1)NC1=NC(=NC(=N1)NC1CC(NC(C1)(C)C)(C)C)NC1CC(NC(C1)(C)C)(C)C)(C)C)C (2,4,6-tris-(2,2,6,6-tetramethyl-4-piperidylamino)-1,3,5-triazine), [OH-].[Na+] (sodium hydroxide). Run at time 18 hour. Reaction SMILES: [CH3:1][C:2]1([CH3:39])[CH2:7][CH:6]([NH:8][C:9]2[N:14]=[C:13]([NH:15][CH:16]3[CH2:21][C:20]([CH3:23])([CH3:22])[NH:19][C:18]([CH3:25])([CH3:24])[CH2:17]3)[N:12]=[C:11]([NH:26][CH:27]3[CH2:32][C:31]([CH3:34])([CH3:33])[NH:30][C:29]([CH3:36])([CH3:35])[CH2:28]3)[N:10]=2)[CH2:5][C:4]([CH3:38])([CH3:37])[NH:3]1.[CH2:40]=[O:41].[OH-].[Na+]>C(O)(=O)C.O>[CH3:33][C:31]1([CH3:34])[CH2:32][CH:27]([NH:26][C:11]2[N:10]=[C:9]([NH:8][CH:6]3[CH2:5][C:4]([CH3:38])([CH3:37])[NH:3][C:2]([CH3:39])([CH3:1])[CH2:7]3)[N:14]=[C:13]([N:15]([CH:16]3[CH2:17][C:18]([CH3:24])([CH3:25])[NH:19][C:20]([CH3:22])([CH3:23])[CH2:21]3)[CH2:40][OH:41])[N:12]=2)[CH2:28][C:29]([CH3:36])([CH3:35])[NH:30]1 |f:2.3|. Procedure: 54.3 g of 2,4,6-tris-(2,2,6,6-tetramethyl-4-piperidylamino)-1,3,5-triazine are dissolved in 200 ml of glacial acetic acid. After addition of 20 ml of 36% formaldehyde solution, the reaction mixture is stirred for 18 hours at room temperature, then diluted with water, made strongly alkaline with concentrated sodium hydroxide solution and extracted with toluene. The toluene solution is dried over sodium sulphate and concentrated in vacuo. Crystallisation of the residue yields 2,4-bis-(2,2,6,6-tetr... The solvent is O (water), C(C)(=O)O (acetic acid). Reactants: CCOC(=O)CC(C#N)c1cccc(OC)c1, CCO, Cl, [H][H], [OH-], [OH-], [Pd+2]. The product is CCOC(=O)CC(CN)c1cccc(OC)c1. As a reaction SMILES: [C:1](#[N:2])[CH:3]([CH2:4][C:5](=[O:6])[O:7][CH2:8][CH3:9])[c:10]1[cH:11][c:12]([O:16][CH3:17])[cH:13][cH:14][cH:15]1.[CH3:18][CH2:19][OH:20].[ClH:21].[H:25][H:26].[OH-:22].[OH-:24].[Pd+2:23]>>[CH2:1]([NH2:2])[CH:3]([CH2:4][C:5](=[O:6])[O:7][CH2:8][CH3:9])[c:10]1[cH:11][c:12]([O:16][CH3:17])[cH:13][cH:14][cH:15]1. Starting materials: IC1=CC=C(C=C1)O (4-iodophenol), [H-].[Na+] (sodium hydride), O(C1=CC=CC=C1)C1=CC=CC(=N1)CO ((6-phenoxypyridin-2-yl)methanol), crude product. Run in C(C)(=O)OCC (ethyl acetate), CN(C=O)C (dimethylformamide), C(C)(=O)OCC (ethyl acetate), C(C)N(CC)CC (triethylamine), CS(=O)(=O)Cl (methanesulfonyl chloride), CN(C=O)C (dimethylformamide). Conditions: temperature 0 celsius, time 1 hour. Product: IC1=CC=C(OCC2=NC(=CC=C2)OC2=CC=CC=C2)C=C1 (2-((4-iodophenoxy)methyl)-6-phenoxypyridine). Reaction SMILES: [O:1]([C:8]1[N:13]=[C:12]([CH2:14][OH:15])[CH:11]=[CH:10][CH:9]=1)[C:2]1[CH:7]=[CH:6][CH:5]=[CH:4][CH:3]=1.[I:16][C:17]1[CH:22]=[CH:21][C:20](O)=[CH:19][CH:18]=1.[H-].[Na+]>C(OCC)(=O)C.C(N(CC)CC)C.CS(Cl)(=O)=O.CN(C)C=O>[I:16][C:17]1[CH:22]=[CH:21][C:20]([O:15][CH2:14][C:12]2[CH:11]=[CH:10][CH:9]=[C:8]([O:1][C:2]3[CH:3]=[CH:4][CH:5]=[CH:6][CH:7]=3)[N:13]=2)=[CH:19][CH:18]=1 |f:2.3|. Procedure: To a solution of (6-phenoxypyridin-2-yl)methanol (100 mg) in ethyl acetate (4 ml), triethylamine (0.103 ml) and methanesulfonyl chloride (0.062 ml) were added under ice-cooling, the reaction solution was stirred at the same temperature for 1 hour. The reaction solution was diluted with ethyl acetate, washed with water, and dried over anhydrous magnesium sulfate. The solvent was distilled off under reduced pressure to afford a crude product as a brown oil. To a solution of 4-iodophenol in dimethy... The reactants are CC(=O)O, CCOC(Cn1cnc(-c2cc3nccc(Oc4ccc(NC(=O)NC5CC5)cc4F)c3s2)c1)OCC, Cl, O. Yields the product O=CCn1cnc(-c2cc3nccc(Oc4ccc(NC(=O)NC5CC5)cc4F)c3s2)c1. As a reaction SMILES: [C:39]([OH:40])(=[O:41])[CH3:42].[CH:1]1([NH:4][C:5](=[O:6])[NH:7][c:8]2[cH:9][c:10]([F:37])[c:11]([O:14][c:15]3[c:16]4[c:17]([n:18][cH:19][cH:20]3)[cH:21][c:22](-[c:24]3[n:25][cH:26][n:27]([CH2:29][CH:30]([O:31][CH2:35][CH3:36])[O:32][CH2:33][CH3:34])[cH:28]3)[s:23]4)[cH:12][cH:13]2)[CH2:2][CH2:3]1.[ClH:38].[OH2:43]>>[CH:1]1([NH:4][C:5](=[O:6])[NH:7][c:8]2[cH:9][c:10]([F:37])[c:11]([O:14][c:15]3[c:16]4[c:17]([n:18][cH:19][cH:20]3)[cH:21][c:22](-[c:24]3[n:25][cH:26][n:27]([CH2:29][CH:30]=[O:31])[cH:28]3)[s:23]4)[cH:12][cH:13]2)[CH2:2][CH2:3]1.